Dataset: the Open Reaction Database (ORD), a public repository of structured organic reaction records. Task: describe an organic reaction: reactants, conditions, products, and yield Starting materials: COC(=O)c1ccc(CNC(=O)n2ccnc2)cc1F, CC(C)(C)CC1CNC(c2cccc(Cl)c2F)C1(C#N)c1ccc(Cl)cc1F, ClCCl. The product is COC(=O)c1ccc(CNC(=O)N2CC(CC(C)(C)C)C(C#N)(c3ccc(Cl)cc3F)C2c2cccc(Cl)c2F)cc1F. RXN SMILES: [CH3:29][O:30][C:31]([c:32]1[c:33]([F:47])[cH:34][c:35]([CH2:38][NH:39][C:40](=[O:41])[n:42]2[cH:43][cH:44][n:45][cH:46]2)[cH:36][cH:37]1)=[O:48].[Cl:1][c:2]1[c:3]([F:28])[c:4]([CH:8]2[NH:9][CH2:10][CH:11]([CH2:23][C:24]([CH3:25])([CH3:26])[CH3:27])[C:12]2([C:13]#[N:14])[c:15]2[c:16]([F:22])[cH:17][c:18]([Cl:21])[cH:19][cH:20]2)[cH:5][cH:6][cH:7]1.[Cl:49][CH2:50][Cl:51]>>[Cl:1][c:2]1[c:3]([F:28])[c:4]([CH:8]2[N:9]([C:40]([NH:39][CH2:38][c:35]3[cH:34][c:33]([F:47])[c:32]([C:31]([O:30][CH3:29])=[O:48])[cH:37][cH:36]3)=[O:41])[CH2:10][CH:11]([CH2:23][C:24]([CH3:25])([CH3:26])[CH3:27])[C:12]2([C:13]#[N:14])[c:15]2[c:16]([F:22])[cH:17][c:18]([Cl:21])[cH:19][cH:20]2)[cH:5][cH:6][cH:7]1. The reactants are Cc1cc(C)nc(C)c1, CCOC(=O)Cl, O=C(O)CC(O)(CC(=O)O)C(=O)O, OCC1OC(c2ccc3scc(CCc4ccccc4)c3c2)C(O)C(O)C1O. Yields the product CCOC(=O)OCC1OC(c2ccc3scc(CCc4ccccc4)c3c2)C(O)C(O)C1O. RXN SMILES: [CH3:48][c:49]1[cH:50][c:51]([CH3:52])[cH:53][c:54]([CH3:55])[n:56]1.[Cl:29][C:30](=[O:31])[O:32][CH2:33][CH3:34].[OH:35][C:36]([CH2:37][C:38]([C:39](=[O:40])[OH:41])([CH2:42][C:43](=[O:44])[OH:45])[OH:46])=[O:47].[c:1]1([CH2:7][CH2:8][c:9]2[c:10]3[c:11]([s:12][cH:13]2)[cH:14][cH:15][c:16]([CH:18]2[CH:19]([OH:20])[CH:21]([OH:22])[CH:23]([OH:24])[CH:25]([CH2:27][OH:28])[O:26]2)[cH:17]3)[cH:2][cH:3][cH:4][cH:5][cH:6]1>>[c:1]1([CH2:7][CH2:8][c:9]2[c:10]3[c:11]([s:12][cH:13]2)[cH:14][cH:15][c:16]([CH:18]2[CH:19]([OH:20])[CH:21]([OH:22])[CH:23]([OH:24])[CH:25]([CH2:27][O:28][C:30](=[O:31])[O:32][CH2:33][CH3:34])[O:26]2)[cH:17]3)[cH:2][cH:3][cH:4][cH:5][cH:6]1. The reactants are [OH-].[Na+] (sodium hydroxide), C(C)(C)(C)C1=CC=C(C=C1)S(=O)(=O)Cl (4-t-butylbenzenesulfonyl chloride), C1(CC1)C1=NN(C(=C1)N)C1=C2C=CC=NC2=CC=C1 (3-cyclopropyl-1-(quinolin-5-yl)-1H-pyrazol-5-amine), ClCCl (dichloromethane). Run in N1=CC=CC=C1 (pyridine). Run at temperature 80 celsius. The product is C(C)(C)(C)C1=CC=C(C=C1)S(=O)(=O)NC1=CC(=NN1C1=C2C=CC=NC2=CC=C1)C1CC1 (4-t-butyl-N-(3-cyclopropyl-1-(quinolin-5-yl)-1H-pyrazol-5-yl)benzenesulfonamide). Isolated yield 35.0%. As a reaction SMILES: [C:1]([C:5]1[CH:10]=[CH:9][C:8]([S:11](Cl)(=[O:13])=[O:12])=[CH:7][CH:6]=1)([CH3:4])([CH3:3])[CH3:2].[CH:15]1([C:18]2[CH:22]=[C:21]([NH2:23])[N:20]([C:24]3[CH:33]=[CH:32][CH:31]=[C:30]4[C:25]=3[CH:26]=[CH:27][CH:28]=[N:29]4)[N:19]=2)[CH2:17][CH2:16]1.ClCCl.[OH-].[Na+]>N1C=CC=CC=1>[C:1]([C:5]1[CH:10]=[CH:9][C:8]([S:11]([NH:23][C:21]2[N:20]([C:24]3[CH:33]=[CH:32][CH:31]=[C:30]4[C:25]=3[CH:26]=[CH:27][CH:28]=[N:29]4)[N:19]=[C:18]([CH:15]3[CH2:17][CH2:16]3)[CH:22]=2)(=[O:13])=[O:12])=[CH:7][CH:6]=1)([CH3:4])([CH3:3])[CH3:2] |f:3.4|. Procedure: A mixture of 4-t-butylbenzenesulfonyl chloride (0.061 g, 0.26 mmol) and 3-cyclopropyl-1-(quinolin-5-yl)-1H-pyrazol-5-amine (0.05 g, 0.20 mmol) in pyridine (1 mL) was heated at 80° C. for 15 h with stirring. After cooling to room temperature, dichloromethane was added to the reaction mixture and washed with 1 M aqueous sodium hydrogen sulfate (1 mL). The aqueous layer was further extracted with dichloromethane (2×5 mL), and the combined organic layers were dried (Na2SO4), filtered, and concentrat... The reactants are CS(C)=O, Cc1c(F)ccc(C#N)c1Cl, [Li+], [Li+], O=C([O-])[O-], CC1NCCC1O. Product: Cc1c(N2CCC(O)C2C)ccc(C#N)c1Cl. Reaction SMILES: [CH3:25][S:26]([CH3:27])=[O:28].[Cl:8][c:9]1[c:10]([C:11]#[N:12])[cH:13][cH:14][c:15]([F:18])[c:16]1[CH3:17].[Li+:19].[Li+:20].[O-:21][C:22](=[O:23])[O-:24].[OH:1][CH:2]1[CH:3]([CH3:7])[NH:4][CH2:5][CH2:6]1>>[OH:1][CH:2]1[CH:3]([CH3:7])[N:4]([c:15]2[cH:14][cH:13][c:10]([C:11]#[N:12])[c:9]([Cl:8])[c:16]2[CH3:17])[CH2:5][CH2:6]1. Starting materials: S1C(=NC2=C1C=CC=C2)OC=2C=C1C=C(N(C1=CC2)CC)CO ([5-(benzothiazol-2-yloxy)-1-ethyl-1H-indol-2-yl]-methanol). Reagents/catalysts: O=[Mn]=O (MnO2). Solvent: C(Cl)(Cl)Cl (CHCl3). Conditions: temperature 80 celsius. The product is S1C(=NC2=C1C=CC=C2)OC=2C=C1C=C(N(C1=CC2)CC)C=O (5-(Benzothiazol-2-yloxy)-1-ethyl-1H-indole-2-carbaldehyde). Isolated yield 58.2%. As a reaction SMILES: [S:1]1[C:5]2[CH:6]=[CH:7][CH:8]=[CH:9][C:4]=2[N:3]=[C:2]1[O:10][C:11]1[CH:12]=[C:13]2[C:17](=[CH:18][CH:19]=1)[N:16]([CH2:20][CH3:21])[C:15]([CH2:22][OH:23])=[CH:14]2>C(Cl)(Cl)Cl.O=[Mn]=O>[S:1]1[C:5]2[CH:6]=[CH:7][CH:8]=[CH:9][C:4]=2[N:3]=[C:2]1[O:10][C:11]1[CH:12]=[C:13]2[C:17](=[CH:18][CH:19]=1)[N:16]([CH2:20][CH3:21])[C:15]([CH:22]=[O:23])=[CH:14]2. Procedure details: To a solution [5-(benzothiazol-2-yloxy)-1-ethyl-1H-indol-2-yl]-methanol (0.5 g, 1.6 mmol) in CHCl3 (16 mL) was added MnO2 (1.4 g, 16 mmol) and heated (80° C., 3 h). The reaction mixture was cooled (rt), filtered (Celite®) and washed with EtOAc (100 mL). The organic layer was washed with brine (50 mL), dried, filtered and concentrated in vacuo. The resulting residue was recrystallized using EtOAc:hexane (1:3) to provide the title compound as beige solid (0.3 g, 59%). MS (ESI): mass calcd. for C18...